The task is: describe an organic reaction: reactants, conditions, products, and yield. This data is from the Open Reaction Database (ORD), a public repository of structured organic reaction records. Starting materials: C1(CC1)C1=CC(=NN1)N (5-Cyclopropyl-1H-pyrazol-3-amine), C1(C=2C(C(=O)O1)=CC=CC2)=O (phthalic anhydride). Run in CN(C=O)C (N,N-dimethylformamide), O1CCOCC1 (dioxane). Conditions: temperature 120 celsius. Yields the product C1(CC1)C1=CC(=NN1)N1C(C2=CC=CC=C2C1=O)=O (2-(5-cyclopropyl-1H-pyrazol-3-yl)isoindoline-1,3-dione). RXN SMILES: [CH:1]1([C:4]2[NH:8][N:7]=[C:6]([NH2:9])[CH:5]=2)[CH2:3][CH2:2]1.[C:10]1(=O)[O:15][C:13](=[O:14])[C:12]2=[CH:16][CH:17]=[CH:18][CH:19]=[C:11]12>O1CCOCC1.CN(C)C=O>[CH:1]1([C:4]2[NH:8][N:7]=[C:6]([N:9]3[C:13](=[O:14])[C:12]4[C:11](=[CH:19][CH:18]=[CH:17][CH:16]=4)[C:10]3=[O:15])[CH:5]=2)[CH2:3][CH2:2]1. Procedure: 5-Cyclopropyl-1H-pyrazol-3-amine (5 g) was slurried in dioxane (80 mL) and N,N-dimethylformamide (80 mL), then phthalic anhydride (6 g) was added and the reaction was heated at 120° C. for 4 days. The reaction was cooled and concentrated. The crude material was triturated with isopropyl ether/ethanol 1/1 (30 mL) to provide the title compound. The reactants are ONC(=O)C1=CC2=C(S1)C=C(C(=C2)OC)OC (N-Hydroxy-5,6-dimethoxy-benzo[b]thiophene-2-carboxamide), [Na] (sodium). Solvent: CO (methanol). Yields the product O.[Na].ONC(=O)C1=CC2=C(S1)C=C(C(=C2)OC)OC (N-hydroxy-5,6-dimethoxybenzo[b]thiophene-2-carboxamide sodium salt monohydrate). Isolated yield 185.9%. RXN SMILES: [OH:1][NH:2][C:3]([C:5]1[S:9][C:8]2[CH:10]=[C:11]([O:16][CH3:17])[C:12]([O:14][CH3:15])=[CH:13][C:7]=2[CH:6]=1)=[O:4].[Na:18]>CO>[OH2:1].[Na:18].[OH:1][NH:2][C:3]([C:5]1[S:9][C:8]2[CH:10]=[C:11]([O:16][CH3:17])[C:12]([O:14][CH3:15])=[CH:13][C:7]=2[CH:6]=1)=[O:4] |f:3.4.5,^1:17,21|. Reported procedure: N-Hydroxy-5,6-dimethoxy-benzo[b]thiophene-2-carboxamide (2.5 g) was added to a stirred solution of sodium metal (0.227 g) in methanol (55 ml). After 15 min. the solution was evaporated to dryness and the residue crystallised from methanol:ether to give N-hydroxy-5,6-dimethoxybenzo[b]thiophene-2-carboxamide sodium salt monohydrate (2.7 g), m.p. 170°-185° C. (decomp.). Starting materials: CC(C)C[AlH]CC(C)C (DIBAL-H), CC(C)C[AlH]CC(C)C (DIBAL-H), C(C)(C)(C)OC(=O)NCC1CCN(CC1)C1=CC(=NC=N1)C(=O)OC (methyl 6-(4-(((tert-butoxycarbonyl)amino)methyl)piperidin-1-yl)pyrimidine-4-carboxylate). Solvent: C(Cl)Cl (CH2Cl2), C(Cl)Cl (CH2Cl2), C(Cl)Cl (CH2Cl2). Reaction conditions: temperature -78 celsius, time 4 hour. Yields the product C(C)(C)(C)OC(NCC1CCN(CC1)C1=NC=NC(=C1)C=O)=O (tert-butyl((1-(6-formylpyrimidin-4-yl)piperidin-4-yl)methyl)carbamate). Isolated yield 56.5%. Reaction SMILES: [C:1]([O:5][C:6]([NH:8][CH2:9][CH:10]1[CH2:15][CH2:14][N:13]([C:16]2[N:21]=[CH:20][N:19]=[C:18]([C:22](OC)=[O:23])[CH:17]=2)[CH2:12][CH2:11]1)=[O:7])([CH3:4])([CH3:3])[CH3:2].CC(C[AlH]CC(C)C)C>C(Cl)Cl>[C:1]([O:5][C:6](=[O:7])[NH:8][CH2:9][CH:10]1[CH2:15][CH2:14][N:13]([C:16]2[CH:17]=[C:18]([CH:22]=[O:23])[N:19]=[CH:20][N:21]=2)[CH2:12][CH2:11]1)([CH3:4])([CH3:2])[CH3:3]. Reported procedure: A 25 mL round-bottomed flask was charged with methyl 6-(4-(((tert-butoxycarbonyl)amino)methyl)piperidin-1-yl)pyrimidine-4-carboxylate (150 mg, 0.43 mmol, 1 equiv.) and CH2Cl2 (2 mL). The reaction mixture was cooled to −78° C. DIBAL-H 1 M in CH2Cl2 (0.64 mL, 0.64 mmol, 1.5 equiv.) was added in 3 minutes at −78° C. The reaction was stirred for 4 h at −78° C. LC-MS showed some starting material. Another portion of DIBAL-H 1 M in CH2Cl2 (0.5 mL, 0.5 mmol, 1.2 equiv.) was added in 1 min at −78° C. LC... Starting materials: ClC1=C(C(=O)O)C=C(C=C1)N1C(N(C2=C(C1=O)CCC2)C)=O (2-chloro-5-(1,2,4,5,6,7-hexahydro-1-methyl-2,4-dioxo-3H-cyclopenta[d]pyrimidin-3-yl)-benzoic acid), acid chloride. Solvent: C(C)(C)(C)O (tert.butanol). The product is ClC1=C(C(=O)OC(C)(C)C)C=C(C=C1)N1C(N(C2=C(C1=O)CCC2)C)=O (tert.butyl 2-chloro-5-(1,2,4,5,6,7-hexahydro-1-methyl-2,4-dioxo-3H-cyclopenta[d]pyrimidin-3-yl)-benzoate). As a reaction SMILES: [Cl:1][C:2]1[CH:10]=[CH:9][C:8]([N:11]2[C:16](=[O:17])[C:15]3[CH2:18][CH2:19][CH2:20][C:14]=3[N:13]([CH3:21])[C:12]2=[O:22])=[CH:7][C:3]=1[C:4]([OH:6])=[O:5]>C(O)(C)(C)C>[Cl:1][C:2]1[CH:10]=[CH:9][C:8]([N:11]2[C:16](=[O:17])[C:15]3[CH2:18][CH2:19][CH2:20][C:14]=3[N:13]([CH3:21])[C:12]2=[O:22])=[CH:7][C:3]=1[C:4]([O:6][C:3]([CH3:7])([CH3:4])[CH3:2])=[O:5]. Procedure details: using 2-chloro-5-(1,2,4,5,6,7-hexahydro-1-methyl-2,4-dioxo-3H-cyclopenta[d]pyrimidin-3-yl)-benzoic acid via the corresponding acid chloride and tert.butanol there is obtained tert.butyl 2-chloro-5-(1,2,4,5,6,7-hexahydro-1-methyl-2,4-dioxo-3H-cyclopenta[d]pyrimidin-3-yl)-benzoate, m.p. 189°-191° C., The reactants are CCO, CCOC(=O)CCCCCCC(C)C, [Na+], [OH-]. Product: CC(C)CCCCCCC(=O)O. RXN SMILES: [CH3:17][CH2:18][OH:19].[CH3:1][CH:2]([CH2:3][CH2:4][CH2:5][CH2:6][CH2:7][CH2:8][C:9](=[O:10])[O:11][CH2:12][CH3:13])[CH3:14].[Na+:16].[OH-:15]>>[CH3:1][CH:2]([CH2:3][CH2:4][CH2:5][CH2:6][CH2:7][CH2:8][C:9](=[O:10])[OH:11])[CH3:14]. Starting materials: OC1C2=C(C=CC3=C1C=CC(=C3)C(C(=O)O)C)C=CC=C2 (2-(5-hydroxy-5H-dibenzo[a,d]cyclohepten-2-yl)propionic acid). The reagents and catalysts are [O-2].[O-2].[Mn+4] (manganese dioxide). The solvent is C(C)#N (acetonitrile). Product: C1=C(C=CC=2C(C3=C(C=CC21)C=CC=C3)=O)C(C(=O)O)C (2-(5H-dibenzo[a,d]cyclohepten-5-on-2-yl)propionic acid). Isolated yield 50.0%. RXN SMILES: [OH:1][CH:2]1[C:8]2[CH:9]=[CH:10][C:11]([CH:13]([CH3:17])[C:14]([OH:16])=[O:15])=[CH:12][C:7]=2[CH:6]=[CH:5][C:4]2[CH:18]=[CH:19][CH:20]=[CH:21][C:3]1=2>[O-2].[O-2].[Mn+4].C(#N)C>[CH:12]1[C:7]2[CH:6]=[CH:5][C:4]3[CH:18]=[CH:19][CH:20]=[CH:21][C:3]=3[C:2](=[O:1])[C:8]=2[CH:9]=[CH:10][C:11]=1[CH:13]([CH3:17])[C:14]([OH:16])=[O:15] |f:1.2.3|. Reported procedure: 0.25 Gm. of 2-(5-hydroxy-5H-dibenzo[a,d]cyclohepten-2-yl)propionic acid is stirred in 20 ml. of acetonitrile containing 2.0 gm. of activated manganese dioxide for 12 hours. The solution is then filtered and the filtrate evaporated to afford a 50% yield of 2-(5H-dibenzo[a,d]cyclohepten-5-on-2-yl)propionic acid, m.p. (chloroform-hexane) 138°-139° C.; m.p. (acetone-hexane) 113°-115° C. Starting materials: C(C)(C)(C)OC(NCCOC1=C(C=C(C=C1)N)OC)=O (tert-Butyl-(4-amino-2-methoxyphenoxy)ethylcarbamate), ClC1=CC=C(C=C1)C=1C=C(NC1)C(=O)O (4-(4-chlorophenyl)-1H-pyrrole-2-carboxylic acid). Reaction SMILES: [C:1]([O:5][C:6](=[O:20])[NH:7][CH2:8][CH2:9][O:10][C:11]1[CH:16]=[CH:15][C:14]([NH2:17])=[CH:13][C:12]=1[O:18][CH3:19])([CH3:4])([CH3:3])[CH3:2].[Cl:21][C:22]1[CH:27]=[CH:26][C:25]([C:28]2[CH:29]=[C:30]([C:33](O)=[O:34])[NH:31][CH:32]=2)=[CH:24][CH:23]=1>>[Cl:21][C:22]1[CH:27]=[CH:26][C:25]([C:28]2[CH:29]=[C:30]([C:33]([NH:17][C:14]3[CH:15]=[CH:16][C:11]([O:10][CH2:9][CH2:8][NH:7][C:6](=[O:20])[O:5][C:1]([CH3:4])([CH3:3])[CH3:2])=[C:12]([O:18][CH3:19])[CH:13]=3)=[O:34])[NH:31][CH:32]=2)=[CH:24][CH:23]=1. The product is ClC1=CC=C(C=C1)C1=CNC(=C1)C(=O)NC1=CC(=C(OCCNC(OC(C)(C)C)=O)C=C1)OC (tert-butyl 2-(4-(3-(4-chlorophenyl)-1H-pyrrole-5-carboxamido)-2-methoxyphenoxy)ethylcarbamate). Reported procedure: tert-Butyl-(4-amino-2-methoxyphenoxy)ethylcarbamate was converted to the title compound (80 mg) by acylation with 4-(4-chlorophenyl)-1H-pyrrole-2-carboxylic acid (25 mg) following the procedure described in step C of Example 1. MS (ESI) 386 (M-Boc)+. Product: CN(CCCN(C)C(=O)c1ccc(NCCC(=O)O)cc1)C(=O)OC(C)(C)C. Reactants: CCOC(=O)CCNc1ccc(C(=O)N(C)CCCN(C)C(=O)OC(C)(C)C)cc1, CCOC(C)=O, CCO, Cl, [Na+], [OH-]. Reaction SMILES: [C:1]([CH3:2])([CH3:3])([CH3:4])[O:5][C:6](=[O:7])[N:8]([CH2:9][CH2:10][CH2:11][N:12]([C:13](=[O:14])[c:15]1[cH:16][cH:17][c:18]([NH:21][CH2:22][CH2:23][C:24](=[O:25])[O:26][CH2:27][CH3:28])[cH:19][cH:20]1)[CH3:29])[CH3:30].[CH3:34][CH2:35][O:36][C:37](=[O:38])[CH3:39].[CH3:40][CH2:41][OH:42].[ClH:33].[Na+:32].[OH-:31]>>[C:1]([CH3:2])([CH3:3])([CH3:4])[O:5][C:6](=[O:7])[N:8]([CH2:9][CH2:10][CH2:11][N:12]([C:13](=[O:14])[c:15]1[cH:16][cH:17][c:18]([NH:21][CH2:22][CH2:23][C:24](=[O:25])[OH:26])[cH:19][cH:20]1)[CH3:29])[CH3:30]. Starting materials: [N+](=O)([O-])C1=C2C=3C(=NN(C3C=C1)CCNCCO)C1=C(S2)C=CC=C1 (2-[[2-(5-nitro-2H[1]benzothiopyrano[4,3,2-cd]indazol-2-yl)-ethyl]amino]ethanol), C(OC1=CC=CC=C1)(OC1=CC=CC=C1)=O (diphenyl carbonate), CC(=O)[O-].[Na+] (NaOAc), C1(=CC=CC=C1)O (phenol). Product: [N+](=O)([O-])C1=C2C=3C(=NN(C3C=C1)CCN1C(OCC1)=O)C1=C(S2)C=CC=C1 (3-[2-(5-Nitro-2H[1]benzothiopyrano[4,3,2-cd]indazol-2-yl)ethyl]-2-oxazolidinone). As a reaction SMILES: [N+:1]([C:4]1[CH:12]=[CH:11][C:10]2[N:9]([CH2:13][CH2:14][NH:15][CH2:16][CH2:17][OH:18])[N:8]=[C:7]3[C:19]4[CH:25]=[CH:24][CH:23]=[CH:22][C:20]=4[S:21][C:5]=1[C:6]=23)([O-:3])=[O:2].[C:26](=O)(OC1C=CC=CC=1)[O:27]C1C=CC=CC=1.CC([O-])=O.[Na+].C1(O)C=CC=CC=1>>[N+:1]([C:4]1[CH:12]=[CH:11][C:10]2[N:9]([CH2:13][CH2:14][N:15]3[CH2:16][CH2:17][O:18][C:26]3=[O:27])[N:8]=[C:7]3[C:19]4[CH:25]=[CH:24][CH:23]=[CH:22][C:20]=4[S:21][C:5]=1[C:6]=23)([O-:3])=[O:2] |f:2.3|. Procedure details: A mixture of 1.0 g (0.0025 mol) of 2-[[2-(5-nitro-2H[1]benzothiopyrano[4,3,2-cd]indazol-2-yl)-ethyl]amino]ethanol, 10.0 g (0.045 mol) of diphenyl carbonate, 0.3 g (0.0036 mol) of NaOAc and 10.0 g of phenol was treated at 110° C. for 16 hours, allowed to cool to room temperature, and triturated twice in a small amount of acetone. The insoluble material was recrystallized to give the product. Starting materials: C(C)O (ethanol), ClC=1C=CC(=NC1)C1CC(OC2=C1C=C(C=C2)C#N)(C)C (4-(5-chloro-2-pyridyl)-3,4-dihydro-2,2-dimethyl-2H-1-benzopyran-6-carbonitrile). Product: ClC=1C=CC(=[N+](C1)[O-])C1CC(OC2=C1C=C(C=C2)C#N)(C)C (5-chloro-2-(6-cyano-3,4-dihydro-2,2-dimethyl-2H-1-benzopyran-4-yl)pyridine N-oxide). Reaction SMILES: [Cl:1][C:2]1[CH:3]=[CH:4][C:5]([CH:8]2[C:13]3[CH:14]=[C:15]([C:18]#[N:19])[CH:16]=[CH:17][C:12]=3[O:11][C:10]([CH3:21])([CH3:20])[CH2:9]2)=[N:6][CH:7]=1.C([OH:24])C>>[Cl:1][C:2]1[CH:3]=[CH:4][C:5]([CH:8]2[C:13]3[CH:14]=[C:15]([C:18]#[N:19])[CH:16]=[CH:17][C:12]=3[O:11][C:10]([CH3:21])([CH3:20])[CH2:9]2)=[N+:6]([O-:24])[CH:7]=1. Procedure details: In an analogous manner to that described in the first paragraph of Example 39, from 4-(5-chloro-2-pyridyl)-3,4-dihydro-2,2-dimethyl-2H-1-benzopyran-6-carbonitrile there was obtained 5-chloro-2-(6-cyano-3,4-dihydro-2,2-dimethyl-2H-1-benzopyran-4-yl)pyridine N-oxide of melting point 159°-161° C. (from ethanol).